From a dataset of the Open Reaction Database (ORD), a public repository of structured organic reaction records. describe an organic reaction: reactants, conditions, products, and yield Starting materials: N#Cc1ccccc1-c1ccc(CBr)cc1, O=C([O-])[O-], CCCc1nc(C)cc(=O)[nH]1, CC#N, [K+], [K+]. Yields the product CCCc1nc(C)cc(=O)n1Cc1ccc(-c2ccccc2C#N)cc1. RXN SMILES: [Br:12][CH2:13][c:14]1[cH:15][cH:16][c:17](-[c:20]2[c:21]([C:26]#[N:27])[cH:22][cH:23][cH:24][cH:25]2)[cH:18][cH:19]1.[C:28](=[O:29])([O-:30])[O-:31].[CH3:1][c:2]1[cH:3][c:4](=[O:11])[nH:5][c:6]([CH2:8][CH2:9][CH3:10])[n:7]1.[CH3:34][C:35]#[N:36].[K+:32].[K+:33]>>[CH3:1][c:2]1[cH:3][c:4](=[O:11])[n:5]([CH2:13][c:14]2[cH:15][cH:16][c:17](-[c:20]3[c:21]([C:26]#[N:27])[cH:22][cH:23][cH:24][cH:25]3)[cH:18][cH:19]2)[c:6]([CH2:8][CH2:9][CH3:10])[n:7]1. Reactants: CC(C)(C)OC(=O)N1CCCC1CO, C1CCOC1, O=[N+]([O-])c1ccc(Cl)c(O)c1, CC(C)OC(=O)N=NC(=O)OC(C)C, c1ccc(P(c2ccccc2)c2ccccc2)cc1. As a reaction SMILES: [C:12]([CH3:13])([CH3:14])([CH3:15])[O:16][C:17](=[O:18])[N:19]1[CH:20]([CH2:24][OH:25])[CH2:21][CH2:22][CH2:23]1.[CH2:59]1[O:60][CH2:61][CH2:62][CH2:63]1.[Cl:1][c:2]1[c:3]([OH:11])[cH:4][c:5]([N+:8](=[O:9])[O-:10])[cH:6][cH:7]1.[O:45]=[C:46]([O:47][CH:48]([CH3:49])[CH3:50])[N:51]=[N:52][C:53]([O:54][CH:55]([CH3:56])[CH3:57])=[O:58].[c:26]1([P:27]([c:28]2[cH:29][cH:30][cH:31][cH:32][cH:33]2)[c:34]2[cH:35][cH:36][cH:37][cH:38][cH:39]2)[cH:40][cH:41][cH:42][cH:43][cH:44]1>>[Cl:1][c:2]1[c:3]([O:11][CH2:24][CH:20]2[N:19]([C:17]([O:16][C:12]([CH3:13])([CH3:14])[CH3:15])=[O:18])[CH2:23][CH2:22][CH2:21]2)[cH:4][c:5]([N+:8](=[O:9])[O-:10])[cH:6][cH:7]1. Yields the product CC(C)(C)OC(=O)N1CCCC1COc1cc([N+](=O)[O-])ccc1Cl. The reactants are CC=1C=C(C=CC1C)O (3,4-dimethylphenol), C(C)(=O)O (acetic acid), [N+](=O)(O)[O-] (nitric acid). The solvent is O (water). Product: CC=1C(=C(C=CC1C)O)[N+](=O)[O-] (3,4-Dimethyl-2-nitrophenol). Reaction SMILES: [CH3:1][C:2]1[CH:3]=[C:4]([OH:9])[CH:5]=[CH:6][C:7]=1[CH3:8].C(O)(=O)C.[N+:14]([O-])([OH:16])=[O:15]>O>[CH3:1][C:2]1[C:3]([N+:14]([O-:16])=[O:15])=[C:4]([OH:9])[CH:5]=[CH:6][C:7]=1[CH3:8]. Procedure details: The reaction was carried out in a manner similar to Reference Example 20 a) except for using 15.7 g (129 mmol) of 3,4-dimethylphenol, 130 ml of acetic acid, 8 ml of water and 12.2 g (135 mmol) of 70% nitric acid. 3,4-Dimethyl-2-nitrophenol was thus obtained in the yield of 7.01 g (26.0%). Reactants: S(N)(=O)(=O)Cl (sulfamoyl chloride), C1(=CC=CC=C1)O (phenol). Yields the product C1(=CC=CC=C1)OS(N)(=O)=O (Sulfamic acid phenyl ester). The yield is 30.0%. RXN SMILES: [S:1](Cl)(=[O:4])(=[O:3])[NH2:2].[C:6]1([OH:12])[CH:11]=[CH:10][CH:9]=[CH:8][CH:7]=1>>[C:6]1([O:12][S:1](=[O:4])(=[O:3])[NH2:2])[CH:11]=[CH:10][CH:9]=[CH:8][CH:7]=1. Reported procedure: The compound was prepared by procedures of Example 33 from sulfamoyl chloride and phenol in 30% yield as white solid, mp 81°-85° C. Starting materials: 271b, Example 2c, C1(CCCCC1)P(C1=C(C=CC=C1)C1=C(C=CC=C1)P(C1CCCCC1)C1CCCCC1)C1CCCCC1 (2,2′-bis-dicyclohexylphosphanyl-biphenyl), Example 2d, C(C)(C)(C)OC(=O)N1CCC(CC1)C1=CC=C(C=C1)N (4-(4-amino-phenyl)-piperidine-1-carboxylic acid tert-butyl ester), BrC=1C=2N(C=CC1)N=C(N2)Cl (8-bromo-2-chloro-[1,2,4]triazolo[1,5-a]pyridine), FC1=C(C=C(C=C1)C(F)(F)F)B(O)O (2-fluoro-5-trifluoromethylphenylboronic acid), ClC1=NN2C(C(=CC=C2)C=2C(=NC=CC2)OC)=N1 (2-Chloro-8-(2-methoxy-pyridin-3-yl)-[1,2,4]triazolo[1,5-a]pyridine). Yields the product ClC1=NN2C(C(=CC=C2)C=2C(=NC=CC2)OC)=N1 (2-Chloro-8-(2-methoxy-pyridin-3-yl)-[1,2,4]triazolo[1,5-a]pyridine), C(C)(C)(C)OC(=O)N1CCC(CC1)C1=CC=C(C=C1)NC1=NN2C(C(=CC=C2)C=2C(=NC=CC2)OC)=N1 (4-{4-[8-(2-Methoxy-pyridin-3-yl)-[1,2,4]triazolo[1,5-a]pyridin-2-ylamino]-phenyl}-piperidine-1-carboxylic acid tert-butyl ester). As a reaction SMILES: BrC1C2N(N=C(Cl)N=2)C=CC=1.FC1C=CC(C(F)(F)F)=CC=1B(O)O.[Cl:26][C:27]1[N:43]=[C:30]2[C:31]([C:35]3[C:36]([O:41][CH3:42])=[N:37][CH:38]=[CH:39][CH:40]=3)=[CH:32][CH:33]=[CH:34][N:29]2[N:28]=1.[C:44]([O:48][C:49]([N:51]1[CH2:56][CH2:55][CH:54]([C:57]2[CH:62]=[CH:61][C:60]([NH2:63])=[CH:59][CH:58]=2)[CH2:53][CH2:52]1)=[O:50])([CH3:47])([CH3:46])[CH3:45].C1(P(C2CCCCC2)C2C=CC=CC=2C2C=CC=CC=2P(C2CCCCC2)C2CCCCC2)CCCCC1>>[Cl:26][C:27]1[N:43]=[C:30]2[C:31]([C:35]3[C:36]([O:41][CH3:42])=[N:37][CH:38]=[CH:39][CH:40]=3)=[CH:32][CH:33]=[CH:34][N:29]2[N:28]=1.[C:44]([O:48][C:49]([N:51]1[CH2:56][CH2:55][CH:54]([C:57]2[CH:62]=[CH:61][C:60]([NH:63][C:27]3[N:43]=[C:30]4[C:31]([C:35]5[C:36]([O:41][CH3:42])=[N:37][CH:38]=[CH:39][CH:40]=5)=[CH:32][CH:33]=[CH:34][N:29]4[N:28]=3)=[CH:59][CH:58]=2)[CH2:53][CH2:52]1)=[O:50])([CH3:47])([CH3:45])[CH3:46]. Reported procedure: 2-Chloro-8-(2-methoxy-pyridin-3-yl)-[1,2,4]triazolo[1,5-a]pyridine was prepared from 8-bromo-2-chloro-[1,2,4]triazolo[1,5-a]pyridine and 2-fluoro-5-trifluoromethylphenylboronic acid in a manner analogous to Example 2c (0.47 g, 84%). MP=218-219° C. MS=261 (MH)+. 271b) [4-{4-[8-(2-Methoxy-pyridin-3-yl)-[1,2,4]triazolo[1,5-a]pyridin-2-ylamino]-phenyl}-piperidine-1-carboxylic acid tert-butyl ester was prepared from 2-Chloro-8-(2-methoxy-pyridin-3-yl)-[1,2,4]triazolo[1,5-a]pyridine and 4-(4-amino-phe...